Dataset: the Open Reaction Database (ORD), a public repository of structured organic reaction records. Task: describe an organic reaction: reactants, conditions, products, and yield Reactants: CC1(C)OC(CCO[Si](C)(C)C(C)(C)C)C(C)(C)O1, CCCC[N+](CCCC)(CCCC)CCCC, [F-], C1CCOC1, O. Yields the product CC1(C)OC(CCO)C(C)(C)O1. Reaction SMILES: [C:1]([Si:2]([CH3:3])([CH3:4])[O:6][CH2:7][CH2:8][CH:9]1[O:10][C:11]([CH3:16])([CH3:17])[O:12][C:13]1([CH3:14])[CH3:15])([CH3:5])([CH3:18])[CH3:19].[CH3:21][CH2:22][CH2:23][CH2:24][N+:25]([CH2:26][CH2:27][CH2:28][CH3:29])([CH2:30][CH2:31][CH2:32][CH3:33])[CH2:34][CH2:35][CH2:36][CH3:37].[F-:20].[O:39]1[CH2:40][CH2:41][CH2:42][CH2:43]1.[OH2:38]>>[OH:6][CH2:7][CH2:8][CH:9]1[O:10][C:11]([CH3:16])([CH3:17])[O:12][C:13]1([CH3:14])[CH3:15]. The reactants are C[Si](CCCO)(OC)OC (3-(methyldimethoxysilyl)propanol), [OH-].[K+] (KOH), C#C (acetylene). Procedure: In a similar manner to Example 1, 30 g (0.17 mol) of 3-(methyldimethoxysilyl)propanol, 3 g of KOH and 120 g of DMSO were reacted at 60° C. with acetylene. 3-(Methyldimethoxysilyl)propyl vinyl ether was obtained in 95% yield. Yields the product C(=C)OCCC[Si](OC)(OC)C (3-(Methyldimethoxysilyl)propyl vinyl ether). RXN SMILES: [CH3:1][Si:2]([O:9][CH3:10])([O:7][CH3:8])[CH2:3][CH2:4][CH2:5][OH:6].[OH-].[K+].[CH:13]#[CH:14]>CS(C)=O>[CH:13]([O:6][CH2:5][CH2:4][CH2:3][Si:2]([CH3:1])([O:9][CH3:10])[O:7][CH3:8])=[CH2:14] |f:1.2|. Isolated yield 95.0%. The solvent is CS(=O)C (DMSO). Product: COc1cccc(N2CCN3CC(COc4ccc(F)cc4)CCC3C2)n1. RXN SMILES: [CH2:48]1[O:49][CH2:50][CH2:51][CH2:52]1.[F:21][c:22]1[cH:23][cH:24][c:25]([OH:28])[cH:26][cH:27]1.[OH:1][CH2:2][CH:3]1[CH2:4][CH2:5][CH:6]2[N:7]([CH2:8][CH2:9][N:10]([c:12]3[n:13][c:14]([O:18][CH3:19])[cH:15][cH:16][cH:17]3)[CH2:11]2)[CH2:20]1.[c:29]1([P:30]([c:31]2[cH:32][cH:33][cH:34][cH:35][cH:36]2)[c:37]2[cH:38][cH:39][cH:40][cH:41][cH:42]2)[cH:43][cH:44][cH:45][cH:46][cH:47]1>>[O:1]([CH2:2][CH:3]1[CH2:4][CH2:5][CH:6]2[N:7]([CH2:8][CH2:9][N:10]([c:12]3[n:13][c:14]([O:18][CH3:19])[cH:15][cH:16][cH:17]3)[CH2:11]2)[CH2:20]1)[c:25]1[cH:24][cH:23][c:22]([F:21])[cH:27][cH:26]1. Starting materials: C1CCOC1, Oc1ccc(F)cc1, COc1cccc(N2CCN3CC(CO)CCC3C2)n1, c1ccc(P(c2ccccc2)c2ccccc2)cc1. Reactants: C(C)(C)(C)OC(=O)CN1C(N(C2=C1C=C(C=C2)Cl)C(=O)OC(C)(C)C)=O (tert-butyl 3-tert-butoxycarbonylmethyl-5-chloro-2-oxo-2,3-dihydrobenzimidazole-1-carboxylate). The solvent is FC(C(=O)O)(F)F (trifluoroacetic acid), ClCCl (dichloromethane). Yields the product ClC=1C=CC2=C(N(C(N2)=O)CC(=O)OC(C)(C)C)C1 (tert-Butyl (6-chloro-2-oxo-2,3-dihydrobenzimidazol-1-yl)acetate). As a reaction SMILES: [C:1]([O:5][C:6]([CH2:8][N:9]1[C:13]2[CH:14]=[C:15]([Cl:18])[CH:16]=[CH:17][C:12]=2[N:11](C(OC(C)(C)C)=O)[C:10]1=[O:26])=[O:7])([CH3:4])([CH3:3])[CH3:2]>FC(F)(F)C(O)=O.ClCCl>[Cl:18][C:15]1[CH:16]=[CH:17][C:12]2[NH:11][C:10](=[O:26])[N:9]([CH2:8][C:6]([O:5][C:1]([CH3:3])([CH3:2])[CH3:4])=[O:7])[C:13]=2[CH:14]=1. Procedure details: A solution of 1.8 g (4.70 mmol) of tert-butyl 3-tert-butoxycarbonylmethyl-5-chloro-2-oxo-2,3-dihydrobenzimidazole-1-carboxylate (VIIg) in 100 ml of 2% trifluoroacetic acid in dichloromethane was stirred at room temperature for 16 h. The solvent was removed in vacuo and the residue was dried in vacuo. Yield: 1.32 g (100%) of colorless solid The reactants are CS(C)=O, CCN(C(C)C)C(C)C, FC(F)(F)c1cccc(-c2csc(N3CCNCC3)n2)c1, O, O=C(Nc1cccnc1)OCC(Cl)(Cl)Cl. Yields the product O=C(Nc1cccnc1)N1CCN(c2nc(-c3cccc(C(F)(F)F)c3)cs2)CC1. RXN SMILES: [CH3:47][S:48](=[O:49])[CH3:50].[CH:37]([N:38]([CH:39]([CH3:40])[CH3:41])[CH2:42][CH3:43])([CH3:44])[CH3:45].[F:16][C:17]([c:18]1[cH:19][c:20](-[c:24]2[n:25][c:26]([N:29]3[CH2:30][CH2:31][NH:32][CH2:33][CH2:34]3)[s:27][cH:28]2)[cH:21][cH:22][cH:23]1)([F:35])[F:36].[OH2:46].[n:1]1[cH:2][c:3]([NH:7][C:8]([O:9][CH2:10][C:11]([Cl:12])([Cl:13])[Cl:14])=[O:15])[cH:4][cH:5][cH:6]1>>[n:1]1[cH:2][c:3]([NH:7][C:8](=[O:15])[N:32]2[CH2:31][CH2:30][N:29]([c:26]3[n:25][c:24](-[c:20]4[cH:19][c:18]([C:17]([F:16])([F:35])[F:36])[cH:23][cH:22][cH:21]4)[cH:28][s:27]3)[CH2:34][CH2:33]2)[cH:4][cH:5][cH:6]1. Starting materials: C(Cl)Cl (DCM), C(Cl)Cl (DCM), C(C)(C)(C)OC(=O)N1CCC[C@@H](C2=CC=3OC(OC3C=C21)(F)F)N(CC2=CC(=CC(=C2)C(F)(F)F)C(F)(F)F)C(C)=O ((S)-9-[Acetyl-(3,5-bis-trifluoromethyl-benzyl)-amino]-2,2-difluoro-6,7,8,9-tetrahydro-1,3-dioxa-5-aza-cyclohepta[f]indene-5-carboxylic acid tert-butyl ester), FC(C(=O)O)(F)F (trifluoroacetic acid), C(Cl)Cl (DCM), crude intermediate, C(C)(=O)O (acetic acid), C(C)(=O)O[BH-](OC(C)=O)OC(C)=O.[Na+] (sodium triacetoxyborohydride). Run in ClC(C)Cl (DCE). Conditions: time 1 hour. Product: FC(C=1C=C(CN[C@H]2CCCN(C=3C2=CC=2OC(OC2C3)(F)F)CC3CCCC3)C=C(C1)C(F)(F)F)(F)F ((S)-(3,5-Bis-trifluoromethyl-benzyl)-(5-cyclopentylmethyl-2,2-difluoro-6,7,8,9-tetrahydro-5H-1,3-dioxa-5-aza-cyclohepta[f]inden-9-yl)-amine). As a reaction SMILES: C(O[C:6]([N:8]1[C:21]2[C:13](=[CH:14][C:15]3[O:16][C:17]([F:23])([F:22])[O:18][C:19]=3[CH:20]=2)[C@@H:12]([N:24](C(=O)C)[CH2:25][C:26]2[CH:31]=[C:30]([C:32]([F:35])([F:34])[F:33])[CH:29]=C(C(F)(F)F)[CH:27]=2)[CH2:11][CH2:10][CH2:9]1)=O)(C)(C)C.[F:43][C:44]([F:49])([F:48])[C:45](O)=O.[C:50](O)(=O)[CH3:51].C(O[BH-](O[C:64](=O)[CH3:65])OC(=O)C)(=O)C.[Na+].[CH2:68](Cl)Cl>ClC(Cl)C>[F:43][C:44]([F:49])([F:48])[C:45]1[CH:27]=[C:26]([CH:31]=[C:30]([C:32]([F:35])([F:33])[F:34])[CH:29]=1)[CH2:25][NH:24][C@@H:12]1[C:13]2=[CH:14][C:15]3[O:16][C:17]([F:23])([F:22])[O:18][C:19]=3[CH:20]=[C:21]2[N:8]([CH2:6][CH:51]2[CH2:50][CH2:65][CH2:64][CH2:68]2)[CH2:9][CH2:10][CH2:11]1 |f:3.4|. Reported procedure: To a solution of (S)-9-[Acetyl-(3,5-bis-trifluoromethyl-benzyl)-amino]-2,2-difluoro-6,7,8,9-tetrahydro-1,3-dioxa-5-aza-cyclohepta[f]indene-5-carboxylic acid tert-butyl ester (0.26 mmol) in DCM (5 mL) add trifluoroacetic acid (1 mL). After stirring for 1 h, quench the reaction with sodium bicarbonate (5 mL) and dilute with DCM (20 mL). Separate and dry the organics over sodium sulfate. Remove the solvent and chromatograph the product using ethyl acetate/hexane (5-20%) to elute. This provides N-(3... Reactants: C1(=CC=CC=C1)C=1NC=2C=CC=C3C2C1CCNC3=O (2-Phenyl-3,4,5,6-tetrahydro-1H-azepino[5,4,3-cd]indol-6-one), [H-].[Na+] (NaH), solution, IC (iodomethane). The solvent is C1CCOC1 (THF), CN1C(N(CCC1)C)=O (1,3-dimethyl-3,4,5,6-tetrahydro-2(1H)-pyrimidinone), C1CCOC1 (THF), C1CCOC1 (THF). Run at temperature 0 celsius, time 10 minute. The product is CN1C(=C2C=3C(=CC=CC13)C(NCC2)=O)C2=CC=CC=C2 (1-Methyl-2-phenyl-3,4,5,6-tetrahydro-1H-azepino[5,4,3-cd]indol-6-one). Reaction SMILES: [C:1]1([C:7]2[NH:8][C:9]3[CH:10]=[CH:11][CH:12]=[C:13]4[C:19](=[O:20])[NH:18][CH2:17][CH2:16][C:15]=2[C:14]=34)[CH:6]=[CH:5][CH:4]=[CH:3][CH:2]=1.[H-].[Na+].I[CH3:24]>C1COCC1.CN1CCCN(C)C1=O>[CH3:24][N:8]1[C:9]2[CH:10]=[CH:11][CH:12]=[C:13]3[C:19](=[O:20])[NH:18][CH2:17][CH2:16][C:15]([C:14]=23)=[C:7]1[C:1]1[CH:2]=[CH:3][CH:4]=[CH:5][CH:6]=1 |f:1.2|. Reported procedure: A solution of compound 12 (51.3 mg, 0.20 mmol) in THF (1 mL) and 0.1 mL 1,3-dimethyl-3,4,5,6-tetrahydro-2(1H)-pyrimidinone (DMPU) was cooled with an ice/water bath and treated dropwise with a suspension of NaH (0.45 mmol) in THF (0.5 mL). The yellow mixture was allowed to stir at 0° C. for 10 min., and was treated dropwise with a 1M solution of iodomethane in THF (0.22 mL, 0.22 mmol). The mixture was allowed to warm to ambient temperature and stirred for 30 min. The reaction was quenched at 0° C... Product: CN1N=C(OC1=O)C1=NN(C(=C1)C(F)(F)F)C1=NC=C(C(=O)O)C=C1 (6-(3-(4-Methyl-5-oxo-4,5-dihydro-1,3,4-oxadiazol-2-yl)-5-(trifluoromethyl)-1H-pyrazol-1-yl)nicotinic acid). Procedure details: Step-2: 5-6-(3-(4-Methyl-5-oxo-4,5-dihydro-1,3,4-oxadiazol-2-yl)-5-(trifluoromethyl)-1H-pyrazol-1-yl)nicotinic acid: In a sealed tube containing a solution of 6-(3-(4-methyl-5-oxo-4,5-dihydro-1,3,4-oxadiazol-2-yl)-5-(trifluoromethyl)-1H-pyrazol-1-yl)nicotinonitrile (0.80 g, 2.37 mmol) in methanesulfonic acid (5 mL, 77 mmol) and water (4 mL) was heated at 70° C. for 6 h. The reaction mixture was then cooled to room temperature and water (10 mL) was added to the above mixture followed by ethyl ace... Conditions: temperature 70 celsius. Reactants: C(C)(=O)OCC (ethyl acetate), 5-6-(3-(4-Methyl-5-oxo-4,5-dihydro-1,3,4-oxadiazol-2-yl)-5-(trifluoromethyl)-1H-pyrazol-1-yl)nicotinic acid, CN1N=C(OC1=O)C1=NN(C(=C1)C(F)(F)F)C1=NC=C(C#N)C=C1 (6-(3-(4-methyl-5-oxo-4,5-dihydro-1,3,4-oxadiazol-2-yl)-5-(trifluoromethyl)-1H-pyrazol-1-yl)nicotinonitrile), CS(=O)(=O)O (methanesulfonic acid), O (water), O (water). RXN SMILES: [CH3:1][N:2]1[C:6](=O)[O:5][C:4]([C:8]2[CH:12]=[C:11]([C:13]([F:16])([F:15])[F:14])[N:10]([C:17]3[CH:24]=[CH:23]C(C#N)=[CH:19][N:18]=3)[N:9]=2)=[N:3]1.CS(O)(=O)=O.[C:30]([O:33]CC)(=[O:32])[CH3:31].[OH2:36]>>[CH3:1][N:2]1[C:6](=[O:5])[O:36][C:4]([C:8]2[CH:12]=[C:11]([C:13]([F:14])([F:15])[F:16])[N:10]([C:17]3[CH:24]=[CH:23][C:31]([C:30]([OH:33])=[O:32])=[CH:19][N:18]=3)[N:9]=2)=[N:3]1. Yield: 60.0%. Reactants: CC(C)C(Br)C(=O)Nc1ccccc1O, O=C([O-])[O-], CN(C)C=O, [K+], [K+], O. Yields the product CC(C)C1Oc2ccccc2NC1=O. As a reaction SMILES: [Br:1][CH:2]([C:3](=[O:4])[NH:5][c:6]1[c:7]([OH:12])[cH:8][cH:9][cH:10][cH:11]1)[CH:13]([CH3:14])[CH3:15].[C:16](=[O:17])([O-:18])[O-:19].[CH3:22][N:23]([CH3:24])[CH:25]=[O:26].[K+:20].[K+:21].[OH2:27]>>[CH:2]1([CH:13]([CH3:14])[CH3:15])[C:3](=[O:4])[NH:5][c:6]2[c:7]([cH:8][cH:9][cH:10][cH:11]2)[O:12]1. The reactants are C(#N)C1=CC=C(C=C1)N=C=O (4-Cyanophenyl isocyanate), Cl.CCOCC (HCl ether), ClC1=CC2=C(NC3=C2CNCC3)N=C1 (3-Chloro-6,7,8,9-tetrahydro-5H-dipyrido[2,3-b;3′,4′-d]pyrrole), CCN(C(C)C)C(C)C (DIEA). The solvent is C(Cl)Cl (DCM), CCOCC (ether). Run at time 8 hour. Product: Cl.C(#N)C1=CC=C(C=C1)NC(=O)N1CC=2C3=C(NC2CC1)N=CC(=C3)Cl (3-Chloro-5,7,8,9-tetrahydro-dipyrido[2,3-b;3′,4′-d]pyrrole-6-carboxylic acid (4-cyano-phenyl)-amide.Hydrochloride Salt). Yield: 128.8%. Reaction SMILES: [Cl:1][C:2]1[CH:14]=[N:13][C:5]2[NH:6][C:7]3[CH2:12][CH2:11][NH:10][CH2:9][C:8]=3[C:4]=2[CH:3]=1.CCN(C(C)C)C(C)C.[C:24]([C:26]1[CH:31]=[CH:30][C:29]([N:32]=[C:33]=[O:34])=[CH:28][CH:27]=1)#[N:25].Cl.CCOCC>C(Cl)Cl.CCOCC>[ClH:1].[C:24]([C:26]1[CH:27]=[CH:28][C:29]([NH:32][C:33]([N:10]2[CH2:11][CH2:12][C:7]3[NH:6][C:5]4[N:13]=[CH:14][C:2]([Cl:1])=[CH:3][C:4]=4[C:8]=3[CH2:9]2)=[O:34])=[CH:30][CH:31]=1)#[N:25] |f:3.4,7.8|. Reported procedure: 3-Chloro-6,7,8,9-tetrahydro-5H-dipyrido[2,3-b;3′,4′-d]pyrrole (50 mg, 0.24 mmol), and DIEA (0.04 mL, 0.24 mmol) were dissolved in DCM (2 mL). 4-Cyanophenyl isocyanate (34 mg, 0.24 mmol) was added and the reaction mixture was stirred overnight at room temperature. The crude reaction mixture was concentrated, and converted to the HCl salt by dissolving the crude material in MeOH (2 ml) and adding 1 M HCl/ether (2 equiv). The resulting solution was refrigerated overnight. Additional ether was added...